From a dataset of the Open Reaction Database (ORD), a public repository of structured organic reaction records. describe an organic reaction: reactants, conditions, products, and yield Reactants: CCc1cc(-c2cncc(C(=O)O)c2)c(C)[nH]c1=O, COc1ccc(CCN)cc1. The product is CCc1cc(-c2cncc(C(=O)NCCc3ccc(OC)cc3)c2)c(C)[nH]c1=O. RXN SMILES: [CH2:1]([CH3:2])[c:3]1[cH:4][c:5](-[c:11]2[cH:12][n:13][cH:14][c:15]([C:17](=[O:18])[OH:19])[cH:16]2)[c:6]([CH3:10])[nH:7][c:8]1=[O:9].[CH3:20][O:21][c:22]1[cH:23][cH:24][c:25]([CH2:28][CH2:29][NH2:30])[cH:26][cH:27]1>>[CH2:1]([CH3:2])[c:3]1[cH:4][c:5](-[c:11]2[cH:12][n:13][cH:14][c:15]([C:17](=[O:19])[NH:30][CH2:29][CH2:28][c:25]3[cH:24][cH:23][c:22]([O:21][CH3:20])[cH:27][cH:26]3)[cH:16]2)[c:6]([CH3:10])[nH:7][c:8]1=[O:9]. The reactants are C(C)OC(=O)C1C(CCC1)=O (2-Oxo-cyclopentanecarboxylic acid ethyl ester), Cl.C1(CCC1)CN (C-cyclobutyl-methylamine hydrochloride), C([O-])(O)=O.[Na+] (sodium bicarbonate), C(C)(=O)[O-].[Na+] (Sodium acetate), C(#N)[BH3-].[Na+] (sodium cyanoborohydride). The solvent is CO (methanol), C(C)(=O)OCC (ethyl acetate). Run at temperature 25 celsius, time 16 hour. Yields the product crude product, C(C)OC(=O)C1C(CCC1)NCC1CCC1 (2-(cyclobutylmethyl-amino)-cyclopentanecarboxylic acid ethyl ester). Yield: 79.3%. RXN SMILES: [CH2:1]([O:3][C:4]([CH:6]1[CH2:10][CH2:9][CH2:8][C:7]1=O)=[O:5])[CH3:2].Cl.[CH:13]1([CH2:17][NH2:18])[CH2:16][CH2:15][CH2:14]1.C([O-])(=O)C.[Na+].C([BH3-])#N.[Na+].C(=O)(O)[O-].[Na+]>CO.C(OCC)(=O)C>[CH2:1]([O:3][C:4]([CH:6]1[CH2:10][CH2:9][CH2:8][CH:7]1[NH:18][CH2:17][CH:13]1[CH2:16][CH2:15][CH2:14]1)=[O:5])[CH3:2] |f:1.2,3.4,5.6,7.8|. Procedure: 2-Oxo-cyclopentanecarboxylic acid ethyl ester (0.24 mL, 1.64 mmol) and C-cyclobutyl-methylamine hydrochloride (0.20 g, 1.64 mmol) were dissolved in methanol (8 mL). Sodium acetate (0.27 g, 3.28 mmol) was added followed by 4 Å powdered molecular sieves (0.20 g) and sodium cyanoborohydride (0.21 g, 3.28 mmol). The reaction was stirred at 25° C. for 16 h. The mixture was poured into a mixture of saturated aqueous sodium bicarbonate solution (20 mL) and ethyl acetate (30 mL). After shaking, both lay... Reactants: BrC=1C=C2C=C(NC2=C(C1)F)CCC(=O)OCC (Ethyl 3-(5-bromo-7-fluoro-1H-indol-2-yl)propanoate), [Cu]C#N (copper(I) cyanide). The reagents and catalysts are [Cu]I (copper(I) iodide). Solvent: CN(C)C=O (DMF). The product is C(#N)C=1C=C2C=C(NC2=C(C1)F)CCC(=O)OCC (ethyl 3-(5-cyano-7-fluoro-1H-indol-2-yl)propanoate). The yield is 74.3%. Reaction SMILES: Br[C:2]1[CH:3]=[C:4]2[C:8](=[C:9]([F:11])[CH:10]=1)[NH:7][C:6]([CH2:12][CH2:13][C:14]([O:16][CH2:17][CH3:18])=[O:15])=[CH:5]2.[Cu][C:20]#[N:21]>CN(C=O)C.[Cu]I>[C:20]([C:2]1[CH:3]=[C:4]2[C:8](=[C:9]([F:11])[CH:10]=1)[NH:7][C:6]([CH2:12][CH2:13][C:14]([O:16][CH2:17][CH3:18])=[O:15])=[CH:5]2)#[N:21]. Reported procedure: To a suspension of ethyl 3-(5-bromo-7-fluoro-1H-indol-2-yl)propanoate (D161) (650 mg), copper(I) iodide (394 mg) in DMF (5 mL) was added copper(I) cyanide (741 mg). The reaction vessel was sealed and heated in Biotage Initiator using initial very high to 200° C. for an hour. After cooling the reaction, the precipitate was filtered, and the filtrate was diluted with EtOAc (30 mL). The organic phase was washed with brine (25 mL), water (25 mL×2). The organic layer was dried over sodium sulphate an... Starting materials: NC1=CC=C(CC2=NC=3N(C(N(C(C3N2)=O)CC2=C(C=CC=C2)F)=O)CCCC)C=C1 (8-(4-amino-benzyl)-3-butyl-1-(2-fluoro-benzyl)-3,7-dihydro-purine-2,6-dione), CC1=C(C(=CC(=C1)C)C)S(=O)(=O)Cl (2,4,6-trimethyl-benzenesulfonyl chloride). Product: C(CCC)N1C(N(C(C=2NC(=NC12)CC1=CC=C(C=C1)NS(=O)(=O)C1=C(C=C(C=C1C)C)C)=O)CC1=C(C=CC=C1)F)=O (N-{4-[3-Butyl-1-(2-fluoro-benzyl)-2,6-dioxo-2,3,6,7-tetrahydro-1H-purin-8-ylmethyl]-phenyl}-2,4,6-trimethyl-benzenesulfonamide). Reaction SMILES: [NH2:1][C:2]1[CH:31]=[CH:30][C:5]([CH2:6][C:7]2[NH:15][C:14]3[C:13](=[O:16])[N:12]([CH2:17][C:18]4[CH:23]=[CH:22][CH:21]=[CH:20][C:19]=4[F:24])[C:11](=[O:25])[N:10]([CH2:26][CH2:27][CH2:28][CH3:29])[C:9]=3[N:8]=2)=[CH:4][CH:3]=1.[CH3:32][C:33]1[CH:38]=[C:37]([CH3:39])[CH:36]=[C:35]([CH3:40])[C:34]=1[S:41](Cl)(=[O:43])=[O:42]>>[CH2:26]([N:10]1[C:9]2[N:8]=[C:7]([CH2:6][C:5]3[CH:4]=[CH:3][C:2]([NH:1][S:41]([C:34]4[C:35]([CH3:40])=[CH:36][C:37]([CH3:39])=[CH:38][C:33]=4[CH3:32])(=[O:43])=[O:42])=[CH:31][CH:30]=3)[NH:15][C:14]=2[C:13](=[O:16])[N:12]([CH2:17][C:18]2[CH:23]=[CH:22][CH:21]=[CH:20][C:19]=2[F:24])[C:11]1=[O:25])[CH2:27][CH2:28][CH3:29]. Procedure details: Prepared from 8-(4-amino-benzyl)-3-butyl-1-(2-fluoro-benzyl)-3,7-dihydro-purine-2,6-dione and 2,4,6-trimethyl-benzenesulfonyl chloride. Purity (ELSD, based on MW=603.7)=60%. Starting materials: N#Cc1n[nH]c2cc(C3CC34C(=O)Nc3ccccc34)ccc12, O, c1ccncc1. Product: O=Cc1n[nH]c2cc(C3CC34C(=O)Nc3ccccc34)ccc12. Reaction SMILES: [O:1]=[C:2]1[NH:3][c:4]2[cH:5][cH:6][cH:7][cH:8][c:9]2[C:10]12[CH:11]([c:13]1[cH:14][cH:15][c:16]3[c:17]([C:22]#[N:23])[n:18][nH:19][c:20]3[cH:21]1)[CH2:12]2.[OH2:24].[cH:25]1[cH:26][cH:27][n:28][cH:29][cH:30]1>>[O:1]=[C:2]1[NH:3][c:4]2[cH:5][cH:6][cH:7][cH:8][c:9]2[C:10]12[CH:11]([c:13]1[cH:14][cH:15][c:16]3[c:17]([CH:22]=[O:24])[n:18][nH:19][c:20]3[cH:21]1)[CH2:12]2. Reactants: COC(=O)c1ccc(OCCCCCCl)cc1, CO, [Na+], [OH-]. Yields the product O=C(O)c1ccc(OCCCCCCl)cc1. RXN SMILES: [CH3:1][O:2][C:3]([c:4]1[cH:5][cH:6][c:7]([O:10][CH2:11][CH2:12][CH2:13][CH2:14][CH2:15][Cl:16])[cH:8][cH:9]1)=[O:17].[CH3:20][OH:21].[Na+:19].[OH-:18]>>[O:2]=[C:3]([c:4]1[cH:5][cH:6][c:7]([O:10][CH2:11][CH2:12][CH2:13][CH2:14][CH2:15][Cl:16])[cH:8][cH:9]1)[OH:17]. The reactants are O=C(Cl)c1ccccc1, CC(C)(C)CNNC(=O)c1ccccc1, Cc1ccccc1, CCCCCC, [Na+], [OH-]. Product: CC(C)(C)CN(NC(=O)c1ccccc1)C(=O)c1ccccc1. As a reaction SMILES: [C:16]([c:17]1[cH:18][cH:19][cH:20][cH:21][cH:22]1)(=[O:23])[Cl:24].[CH2:1]([C:2]([CH3:3])([CH3:4])[CH3:5])[NH:6][NH:7][C:8]([c:9]1[cH:10][cH:11][cH:12][cH:13][cH:14]1)=[O:15].[CH3:27][c:28]1[cH:29][cH:30][cH:31][cH:32][cH:33]1.[CH3:34][CH2:35][CH2:36][CH2:37][CH2:38][CH3:39].[Na+:26].[OH-:25]>>[CH2:1]([C:2]([CH3:3])([CH3:4])[CH3:5])[N:6]([NH:7][C:8]([c:9]1[cH:10][cH:11][cH:12][cH:13][cH:14]1)=[O:15])[C:16]([c:17]1[cH:18][cH:19][cH:20][cH:21][cH:22]1)=[O:23].